Dataset: the Open Reaction Database (ORD), a public repository of structured organic reaction records. Task: describe an organic reaction: reactants, conditions, products, and yield Product: C1(CCCCC1)N(C(NC=1SC(=CN1)S(=O)(=O)N(CC(=O)N(CC)CC)C)=O)[C@@H]1CC[C@H](CC1)C (2-({2-[3-Cyclohexyl-3-(trans-4-methyl-cyclohexyl)-ureido]-thiazole-5-sulfonyl}-methyl-amino)-N,N-diethyl-acetamide). Reported procedure: An equimolar mixture of HOBt, ({2-[3-cyclohexyl-3-(trans-4-methyl-cyclohexyl)-ureido]-thiazole-5-sulfonyl}-methyl-amino)-acetic acid was added EDAC (1.5 eq) and diisopropylethyl amine (1.2 eq) and dry DMF (10 mL/mmol). The solution was stirred 30 min at rt and then diethyl amine (1.5 eq) was added and stirring was continued over night. The solvent is CN(C)C=O (DMF). RXN SMILES: C1C=CC2N(O)N=NC=2C=1.[CH:11]1([N:17]([C@H:35]2[CH2:40][CH2:39][C@H:38]([CH3:41])[CH2:37][CH2:36]2)[C:18](=[O:34])[NH:19][C:20]2[S:21][C:22]([S:25]([N:28]([CH2:30][C:31](O)=[O:32])[CH3:29])(=[O:27])=[O:26])=[CH:23][N:24]=2)[CH2:16][CH2:15][CH2:14][CH2:13][CH2:12]1.CCN=C=NCCCN(C)C.[CH:53]([N:56](C(C)C)[CH2:57][CH3:58])(C)[CH3:54].C(NCC)C>CN(C=O)C>[CH:11]1([N:17]([C@H:35]2[CH2:36][CH2:37][C@H:38]([CH3:41])[CH2:39][CH2:40]2)[C:18](=[O:34])[NH:19][C:20]2[S:21][C:22]([S:25]([N:28]([CH3:29])[CH2:30][C:31]([N:56]([CH2:57][CH3:58])[CH2:53][CH3:54])=[O:32])(=[O:27])=[O:26])=[CH:23][N:24]=2)[CH2:16][CH2:15][CH2:14][CH2:13][CH2:12]1. Reaction conditions: time 30 minute. The reactants are C(C)NCC (diethyl amine), C=1C=CC2=C(C1)N=NN2O (HOBt), C1(CCCCC1)N(C(NC=1SC(=CN1)S(=O)(=O)N(C)CC(=O)O)=O)[C@@H]1CC[C@H](CC1)C (({2-[3-cyclohexyl-3-(trans-4-methyl-cyclohexyl)-ureido]-thiazole-5-sulfonyl}-methyl-amino)-acetic acid), CCN=C=NCCCN(C)C (EDAC), C(C)(C)N(CC)C(C)C (diisopropylethyl amine).